From a dataset of the Open Reaction Database (ORD), a public repository of structured organic reaction records. describe an organic reaction: reactants, conditions, products, and yield Starting materials: O1CCOC2=C1C=CC=C2N2CCNCC2 (1-(1,4-benzodioxan-5-yl)piperazine), C=O (formaldehyde), CC1N=C(NC1=O)C1=CC=CC=C1 (4-methyl-2-phenyl-2-imidazolin-5-one). Run in industrial methylated spirit, industrial methylated spirit. Run at time 30 minute. Product: O1CCOC2=C1C=CC=C2N2CCN(CC2)CC2(N=C(NC2=O)C2=CC=CC=C2)C (4-[4-(1,4-benzodioxan-5-yl)piperazin-1-ylmethyl]-4-methyl-2-phenyl-2-imidazolin-5-one). As a reaction SMILES: [O:1]1[C:6]2[CH:7]=[CH:8][CH:9]=[C:10]([N:11]3[CH2:16][CH2:15][NH:14][CH2:13][CH2:12]3)[C:5]=2[O:4][CH2:3][CH2:2]1.[CH2:17]=O.[CH3:19][CH:20]1[C:24](=[O:25])[NH:23][C:22]([C:26]2[CH:31]=[CH:30][CH:29]=[CH:28][CH:27]=2)=[N:21]1>>[O:1]1[C:6]2[CH:7]=[CH:8][CH:9]=[C:10]([N:11]3[CH2:16][CH2:15][N:14]([CH2:19][C:20]4([CH3:17])[C:24](=[O:25])[NH:23][C:22]([C:26]5[CH:27]=[CH:28][CH:29]=[CH:30][CH:31]=5)=[N:21]4)[CH2:13][CH2:12]3)[C:5]=2[O:4][CH2:3][CH2:2]1. Reported procedure: A mixture of 1-(1,4-benzodioxan-5-yl)piperazine (4.96 g; prepared in a similar manner to that described in Example 2), 37-40% aqueous formaldehyde solution (1 ml) and industrial methylated spirit (40 ml) was stirred at ambient temperature under nitrogen for 30 minutes, then a suspension of 4-methyl-2-phenyl-2-imidazolin-5-one (3.82 g; prepared in a similar manner to that described in Example 37) in industrial methylated spirit (100 ml) was added in one portion. The mixture was stirred and heated... Reactants: CO, [N-]=[N+]=NCc1ccn2ncnc2c1. Yields the product NCc1ccn2ncnc2c1. As a reaction SMILES: [CH3:14][OH:15].[N:1](=[N+:2]=[N-:3])[CH2:4][c:5]1[cH:6][c:7]2[n:8]([cH:9][cH:10]1)[n:11][cH:12][n:13]2>>[NH2:1][CH2:4][c:5]1[cH:6][c:7]2[n:8]([cH:9][cH:10]1)[n:11][cH:12][n:13]2. The reactants are C(C)N(C1=C(C=CC(=C1)OC)C1CC=2C=CC(=CC2CC1)OC(C(C)(C)C)=O)C(C1=CC=C(C=C1)O)=O (pivalic acid 6-{2-[ethyl(4-hydroxybenzoyl)amino]-4-methoxyphenyl}-5,6,7,8-tetrahydronaphthalen-2-yl ester), ClCC(=O)NC(C)C (2-chloro-N-isopropylacetamide). Yield: 11.1%. Product: C(C)N(C1=C(C=CC(=C1)OC)C1CC=2C=CC(=CC2CC1)O)CC1=CC=C(C=C1)OCCNC(C)C (6-{2-{Ethyl[4-(2-isopropylaminoethoxy)benzyl]amino}-4-methoxyphenyl}-5,6,7,8-tetrahydronaphthalen-2-ol). Procedure details: Synthesized from pivalic acid 6-{2-[ethyl(4-hydroxybenzoyl)amino]-4-methoxyphenyl}-5,6,7,8-tetrahydronaphthalen-2-yl ester (25 mg) and 2-chloro-N-isopropylacetamide (13 mg) according to an analogous synthetic method to Example 567 and purified by LC-MS, the title compound (2.7 mg) was obtained. Reaction SMILES: [CH2:1]([N:3]([C:29](=O)[C:30]1[CH:35]=[CH:34][C:33]([OH:36])=[CH:32][CH:31]=1)[C:4]1[CH:9]=[C:8]([O:10][CH3:11])[CH:7]=[CH:6][C:5]=1[CH:12]1[CH2:21][CH2:20][C:19]2[CH:18]=[C:17]([O:22]C(=O)C(C)(C)C)[CH:16]=[CH:15][C:14]=2[CH2:13]1)[CH3:2].Cl[CH2:39][C:40]([NH:42][CH:43]([CH3:45])[CH3:44])=O>>[CH2:1]([N:3]([CH2:29][C:30]1[CH:31]=[CH:32][C:33]([O:36][CH2:39][CH2:40][NH:42][CH:43]([CH3:45])[CH3:44])=[CH:34][CH:35]=1)[C:4]1[CH:9]=[C:8]([O:10][CH3:11])[CH:7]=[CH:6][C:5]=1[CH:12]1[CH2:13][CH2:14][C:15]2[CH:16]=[C:17]([OH:22])[CH:18]=[CH:19][C:20]=2[CH2:21]1)[CH3:2].